From a dataset of the Open Reaction Database (ORD), a public repository of structured organic reaction records. describe an organic reaction: reactants, conditions, products, and yield The reactants are COC(=O)c1ccc(C(=O)Nc2ccc3c(c2)C(C)(C)CCC3(C)C)cc1, CO, NO. Product: CC1(C)CCC(C)(C)c2cc(NC(=O)c3ccc(C(=O)NO)cc3)ccc21. As a reaction SMILES: [CH3:1][O:2][C:3]([c:4]1[cH:5][cH:6][c:7]([C:8](=[O:9])[NH:10][c:11]2[cH:12][c:13]3[c:18]([cH:19][cH:20]2)[C:17]([CH3:21])([CH3:22])[CH2:16][CH2:15][C:14]3([CH3:23])[CH3:24])[cH:25][cH:26]1)=[O:27].[CH3:30][OH:31].[NH2:28][OH:29]>>[O:2]=[C:3]([c:4]1[cH:5][cH:6][c:7]([C:8](=[O:9])[NH:10][c:11]2[cH:12][c:13]3[c:18]([cH:19][cH:20]2)[C:17]([CH3:21])([CH3:22])[CH2:16][CH2:15][C:14]3([CH3:23])[CH3:24])[cH:25][cH:26]1)[NH:28][OH:29]. Reactants: NC(C(=O)OCC)C=C(CC(C)O)CP(=O)(O)O (ethyl 2-amino-6-hydroxy-4-phosphonomethyl-hept-3-enoate). The solvent is O (H2O). Reaction conditions: time 12 hour. The product is NC(C(=O)O)C=C(CC(C)O)CP(=O)(O)O (2-amino-6-hydroxy-4-phosphonomethyl-hept-3-enoic acid). Reaction SMILES: [NH2:1][CH:2]([CH:8]=[C:9]([CH2:14][P:15]([OH:18])([OH:17])=[O:16])[CH2:10][CH:11]([OH:13])[CH3:12])[C:3]([O:5]CC)=[O:4]>O>[NH2:1][CH:2]([CH:8]=[C:9]([CH2:14][P:15]([OH:18])([OH:17])=[O:16])[CH2:10][CH:11]([OH:13])[CH3:12])[C:3]([OH:5])=[O:4]. Reported procedure: 2.5 g (8.89 mmol) of ethyl 2-amino-6-hydroxy-4-phosphonomethyl-hept-3-enoate are dissolved in 17 ml of H2O and the solution is heated to reflux. The reaction solution is kept for 12 hours at reflux temperature. The reaction solution is then treated with 0.3 g of activated carbon, stirred for 10 minutes and filtered over Hyflo®. The filtrate is concentrated by evaporation and the residue is crystallised from water/ethanol and dried, giving white crystals of 2-amino-6-hydroxy-4-phosphonomethyl-hep... The reactants are BrC1=C(C2=C(C(OC2)=O)C(=C1)C)C (5-bromo-4,7-dimethyl-2-benzofuran-1(3H)-one), C(=C)[B-](F)(F)F.[K+] (potassium vinyltrifluoroborate). Reagents/catalysts: C1=CC=C(C=C1)P([C-]2C=CC=C2)C3=CC=CC=C3.C1=CC=C(C=C1)P([C-]2C=CC=C2)C3=CC=CC=C3.Cl[Pd]Cl.[Fe+2] (Pd(dppf)2Cl2). Run in CCO (EtOH), TEA. Product: CC1=C(C=C(C=2C(OCC21)=O)C)C=C (4,7-Dimethyl-5-vinyl-2-benzofuran-1(3H)-one). Reaction SMILES: Br[C:2]1[CH:11]=[C:10]([CH3:12])[C:5]2[C:6](=[O:9])[O:7][CH2:8][C:4]=2[C:3]=1[CH3:13].[CH:14]([B-](F)(F)F)=[CH2:15].[K+]>CCO.C1C=CC(P(C2C=CC=CC=2)[C-]2C=CC=C2)=CC=1.C1C=CC(P(C2C=CC=CC=2)[C-]2C=CC=C2)=CC=1.Cl[Pd]Cl.[Fe+2]>[CH3:13][C:3]1[C:4]2[CH2:8][O:7][C:6](=[O:9])[C:5]=2[C:10]([CH3:12])=[CH:11][C:2]=1[CH:14]=[CH2:15] |f:1.2,4.5.6.7|. Procedure: A mixture of 5-bromo-4,7-dimethyl-2-benzofuran-1(3H)-one (0.7 g, 2.9 mmol), potassium vinyltrifluoroborate (0.544 g, 4 mmol) and Pd(dppf)2Cl2 (0.07 g) in 20 mL of EtOH and 20 mL of TEA was refluxed under N2 for 4 hours. The mixture was concentrated and the residue was purified by column chromatography to afford 4,7-Dimethyl-5-vinyl-2-benzofuran-1(3H)-one. 1H-NMR (400 MHz, CDCl3) δ ppm 7.30 (s, 1H), 6.85-6.92 (m, 1H), 5.70 (d, J=17.3 Hz, 1H), 5.40 (d, J=11.0 Hz, 1H), 5.18 (s, 2H), 2.64 (s, 3H), 2... Reactants: C(O)([O-])=O.[Na+] (sodium hydrogencarbonate), FC(C=1C=C(C=CC1)O)(F)F (3-trifluoromethylphenol), [N+](=O)(O)[O-] (nitric acid), ice. Run at time 1 hour. Yields the product [N+](=O)([O-])C1=C(C=C(C=C1)C(F)(F)F)O (2-nitro-5-trifluoromethylphenol). RXN SMILES: [F:1][C:2]([F:11])([F:10])[C:3]1[CH:4]=[C:5]([OH:9])[CH:6]=[CH:7][CH:8]=1.[N+:12]([O-])([OH:14])=[O:13].C(=O)([O-])O.[Na+]>>[N+:12]([C:6]1[CH:7]=[CH:8][C:3]([C:2]([F:10])([F:11])[F:1])=[CH:4][C:5]=1[OH:9])([O-:14])=[O:13] |f:2.3|. Reported procedure: To 7.5 g of 3-trifluoromethylphenol, 9 ml of 70% nitric acid was added dropwise at room temperature and the reaction mixture was stirred for one hour. The reaction mixture was poured into an ice-cooled saturated aqueous solution of sodium hydrogencarbonate, followed by extraction with ethyl acetate twice. The combined organic layers washed with water and a saturated sodium chloride solution, dried over magnesium sulfate, and concentrated under reduced pressure. The residue was subjected to silic...